Dataset: the Open Reaction Database (ORD), a public repository of structured organic reaction records. Task: describe an organic reaction: reactants, conditions, products, and yield Reactants: CCN1C(=O)C(Cl)=C(c2ccccc2)S1(=O)=O, NCCc1c[nH]cn1. The product is CCN1C(=O)C(NCCc2c[nH]cn2)=C(c2ccccc2)S1(=O)=O. As a reaction SMILES: [Cl:1][C:2]1=[C:6]([c:7]2[cH:8][cH:9][cH:10][cH:11][cH:12]2)[S:5](=[O:13])(=[O:14])[N:4]([CH2:15][CH3:16])[C:3]1=[O:17].[NH2:18][CH2:19][CH2:20][c:21]1[cH:22][nH:23][cH:24][n:25]1>>[C:2]1([NH:18][CH2:19][CH2:20][c:21]2[cH:22][nH:23][cH:24][n:25]2)=[C:6]([c:7]2[cH:8][cH:9][cH:10][cH:11][cH:12]2)[S:5](=[O:13])(=[O:14])[N:4]([CH2:15][CH3:16])[C:3]1=[O:17]. Reactants: O=C(O)c1cc(Br)c(F)cc1O, O=[N+]([O-])O, O=S(=O)(O)O. The product is O=C(O)c1cc(Br)c(F)c([N+](=O)[O-])c1O. Reaction SMILES: [Br:1][c:2]1[c:3]([F:12])[cH:4][c:5]([OH:11])[c:6]([C:7](=[O:8])[OH:9])[cH:10]1.[OH:13][N+:14]([O-:15])=[O:16].[S:17](=[O:18])(=[O:19])([OH:20])[OH:21]>>[Br:1][c:2]1[c:3]([F:12])[c:4]([N+:14](=[O:13])[O-:15])[c:5]([OH:11])[c:6]([C:7](=[O:8])[OH:9])[cH:10]1. Starting materials: NC1=NC(=C(C(=N1)SC)C#N)OC1=CC=CC=C1 (2-amino-4-methylsulfanyl-6-phenoxy-pyrimidine-5-carbonitrile), C1(=CC=CC=C1)C1N(O1)S(=O)(=O)C1=CC=CC=C1 (3-phenyl-2-(phenylsulfonyl)oxaziridine). Solvent: ClCCl (dichloromethane). Conditions: time 24 hour. Product: NC1=NC(=C(C(=N1)S(=O)C)C#N)OC1=CC=CC=C1 (2-amino-4-methanesulfinyl-6-phenoxy-pyrimidine-5-carbonitrile). The yield is 26.7%. RXN SMILES: [NH2:1][C:2]1[N:7]=[C:6]([S:8][CH3:9])[C:5]([C:10]#[N:11])=[C:4]([O:12][C:13]2[CH:18]=[CH:17][CH:16]=[CH:15][CH:14]=2)[N:3]=1.C1(C2[O:27]N2S(C2C=CC=CC=2)(=O)=O)C=CC=CC=1>ClCCl>[NH2:1][C:2]1[N:7]=[C:6]([S:8]([CH3:9])=[O:27])[C:5]([C:10]#[N:11])=[C:4]([O:12][C:13]2[CH:18]=[CH:17][CH:16]=[CH:15][CH:14]=2)[N:3]=1. Reported procedure: To a stirred suspension of 950 mg (3.68 mmol) 2-amino-4-methylsulfanyl-6-phenoxy-pyrimidine-5-carbonitrile in 20 ml dichloromethane was added 3.84 g (14.7 mmol) 3-phenyl-2-(phenylsulfonyl)oxaziridine and stirring continued for 24 hours at room temperature. The reaction mixture was then concentrated in vacuo and the residue resuspended in ether/hexane and filtered to afford 270 mg (27%) 2-amino-4-methanesulfinyl-6-phenoxy-pyrimidine-5-carbonitrile as a light yellow crystalline solid. ES-MS m/e (%... Reactants: CCCc1c(C(=O)NC2CC2)nnn1-c1ccc(C#N)cc1, CCO. Yields the product CCCc1c(C(=O)NC2CC2)nnn1-c1ccc(C(N)=O)cc1. Reaction SMILES: [C:1](#[N:2])[c:3]1[cH:4][cH:5][c:6](-[n:9]2[n:10][n:11][c:12]([C:17](=[O:18])[NH:19][CH:20]3[CH2:21][CH2:22]3)[c:13]2[CH2:14][CH2:15][CH3:16])[cH:7][cH:8]1.[CH3:23][CH2:24][OH:25]>>[C:1]([NH2:2])([c:3]1[cH:4][cH:5][c:6](-[n:9]2[n:10][n:11][c:12]([C:17](=[O:18])[NH:19][CH:20]3[CH2:21][CH2:22]3)[c:13]2[CH2:14][CH2:15][CH3:16])[cH:7][cH:8]1)=[O:25].